From a dataset of the Open Reaction Database (ORD), a public repository of structured organic reaction records. describe an organic reaction: reactants, conditions, products, and yield The reactants are COC(CBr)OC, CN(C)C=O, Nc1ccc(Oc2ccccc2)cc1. Yields the product COC(CNc1ccc(Oc2ccccc2)cc1)OC. RXN SMILES: [CH3:15][O:16][CH:17]([CH2:18][Br:19])[O:20][CH3:21].[CH3:22][N:23]([CH3:24])[CH:25]=[O:26].[O:1]([c:2]1[cH:3][cH:4][cH:5][cH:6][cH:7]1)[c:8]1[cH:9][cH:10][c:11]([NH2:12])[cH:13][cH:14]1>>[O:1]([c:2]1[cH:3][cH:4][cH:5][cH:6][cH:7]1)[c:8]1[cH:9][cH:10][c:11]([NH:12][CH2:18][CH:17]([O:16][CH3:15])[O:20][CH3:21])[cH:13][cH:14]1. Starting materials: NC1=CC(=CC(=N1)CCCCC(=O)OC)C (methyl 5-(6-amino-4-methyl-2-pyridinyl)pentanoate), Cl (hydrochloric acid). The product is Cl.NC1=CC(=CC(=N1)CCCCC(=O)O)C (5-(6-amino-4-methyl-2-pyridinyl)pentanoic acid hydrochloride). RXN SMILES: [NH2:1][C:2]1[N:7]=[C:6]([CH2:8][CH2:9][CH2:10][CH2:11][C:12]([O:14]C)=[O:13])[CH:5]=[C:4]([CH3:16])[CH:3]=1.[ClH:17]>>[ClH:17].[NH2:1][C:2]1[N:7]=[C:6]([CH2:8][CH2:9][CH2:10][CH2:11][C:12]([OH:14])=[O:13])[CH:5]=[C:4]([CH3:16])[CH:3]=1 |f:2.3|. Procedure: A mixture of methyl 5-(6-amino-4-methyl-2-pyridinyl)pentanoate (119 mg, 0.536 mmol) in 10 mL of 2.0 N hydrochloric acid was refluxed for 3 h. After cooling to room temperature, the reaction was extracted with 2×10 mL of dichloromethane and the aqueous phase was concentrated in vacuo to give 134 mg of 5-(6-amino-4-methyl-2-pyridinyl)pentanoic acid hydrochloride as a pink solid.